From a dataset of the Open Reaction Database (ORD), a public repository of structured organic reaction records. describe an organic reaction: reactants, conditions, products, and yield RXN SMILES: [Cl:1][c:2]1[c:3]([C:4](=[O:5])[c:6]2[cH:7][cH:8][cH:9][cH:10][cH:11]2)[cH:12][c:13]([F:17])[c:14]([Cl:16])[cH:15]1.[OH2:25].[OH:18][OH:19].[S:20](=[O:21])(=[O:22])([OH:23])[OH:24]>>[Cl:1][c:2]1[c:3]([C:4]([OH:5])=[O:18])[cH:12][c:13]([F:17])[c:14]([Cl:16])[cH:15]1. Product: O=C(O)c1cc(F)c(Cl)cc1Cl. The reactants are O=C(c1ccccc1)c1cc(F)c(Cl)cc1Cl, O, OO, O=S(=O)(O)O. Starting materials: B(Br)(Br)Br (Boron tribromide), ClC1=C2CCN(C(C2=C(C(=C1)OC)Cl)=O)C(=O)OC(C)(C)C (tert-butyl 5,8-dichloro-7-methoxy-1-oxo-3,4-dihydroisoquinoline-2(1H)-carboxylate), O (water). The solvent is ClCCl (dichloromethane). Run at time 8 hour. Yields the product ClC1=C2CCNC(C2=C(C(=C1)O)Cl)=O (5,8-dichloro-7-hydroxy-3,4-dihydroisoquinolin-1(2H)-one). Yield: 87.3%. As a reaction SMILES: B(Br)(Br)Br.[Cl:5][C:6]1[CH:15]=[C:14]([O:16]C)[C:13]([Cl:18])=[C:12]2[C:7]=1[CH2:8][CH2:9][N:10](C(OC(C)(C)C)=O)[C:11]2=[O:19].O>ClCCl>[Cl:5][C:6]1[CH:15]=[C:14]([OH:16])[C:13]([Cl:18])=[C:12]2[C:7]=1[CH2:8][CH2:9][NH:10][C:11]2=[O:19]. Reported procedure: Boron tribromide (10 mL) was added to a cooled (0° C.) solution of tert-butyl 5,8-dichloro-7-methoxy-1-oxo-3,4-dihydroisoquinoline-2(1H)-carboxylate (296f, 14.5 g, 45.4 mmol) in dry dichloromethane (100 mL). The mixture was stirred at room temperature overnight, then water (10 mL) was added, causing a precipitate to form. The precipitate was collected by filtration, washed with water (500 mL), and dried to give 5,8-dichloro-7-hydroxy-3,4-dihydroisoquinolin-1(2H)-one (296g, 9.2 g, 95% yield) as a... Reactants: ClC=1C=C2C(=NC1)NC(=C2)C(=O)OC (methyl 5-chloro-1H-pyrrolo[2,3-b]pyridine-2-carboxylate), C([O-])([O-])=O.[K+].[K+] (potassium carbonate), IC (iodomethane). Solvent: [Cl-].[Na+].O (Brine). As a reaction SMILES: [Cl:1][C:2]1[CH:3]=[C:4]2[CH:10]=[C:9]([C:11]([O:13][CH3:14])=[O:12])[NH:8][C:5]2=[N:6][CH:7]=1.[C:15](=O)([O-])[O-].[K+].[K+].IC>[Cl-].[Na+].O>[Cl:1][C:2]1[CH:3]=[C:4]2[CH:10]=[C:9]([C:11]([O:13][CH3:14])=[O:12])[N:8]([CH3:15])[C:5]2=[N:6][CH:7]=1 |f:1.2.3,5.6.7|. The product is ClC=1C=C2C(=NC1)N(C(=C2)C(=O)OC)C (methyl 5-chloro-1-methyl-1H-pyrrolo[2,3-b]pyridine-2-carboxylate). Procedure: To a stirred solution of methyl 5-chloro-1H-pyrrolo[2,3-b]pyridine-2-carboxylate (0.986 g, 4.68 mmol) N,N-dimethylformamide (20 ml) at room temperature under a nitrogen atmosphere was added potassium carbonate (0.647 g, 4.68 mmol). After 30 minutes iodomethane (0.321 ml, 5.15 mmol) was added and the resulting mixture was stirred at room temperature overnight. Brine was added and the mixture was extracted with ethyl acetate three times. The combined organic layers were washed with brine, dried (N... Yield: 84.7%. Reaction conditions: time 8 hour.